Dataset: the Open Reaction Database (ORD), a public repository of structured organic reaction records. Task: describe an organic reaction: reactants, conditions, products, and yield The reactants are CN(CCNC(=O)N1CCN(CC1)C1=CC=C(C=C1)F)C (N-[2-(Dimethylamino)ethyl]-4-(4-fluorophenyl)-1-piperazinecarboxamide), Cl (hydrogen chloride), C(=O)(N1C=NC=C1)N1C=NC=C1 (1,1'-carbonyldiimidazole), CN(C)CCN (unsym-dimethylethylenediamine), FC1=C(C=CC=C1)N1CCNCC1 (1-(2-fluorophenyl)piperazine). Solvent: O1CCCC1 (tetrahydrofuran). Yields the product O.Cl.CN(CCNC(=O)N1CCN(CC1)C1=C(C=CC=C1)F)C (N-[2-(Dimethylamino)ethyl]-4-(2-fluorophenyl)-1-piperazinecarboxamide hydrochloride hydrate). Reaction SMILES: [CH3:1][N:2]([CH3:21])[CH2:3][CH2:4][NH:5][C:6]([N:8]1[CH2:13][CH2:12][N:11]([C:14]2[CH:19]=[CH:18][C:17](F)=[CH:16][CH:15]=2)[CH2:10][CH2:9]1)=[O:7].C(N1C=CN=C1)(N1C=CN=C1)=O.CN(CCN)C.[F:40]C1C=CC=CC=1N1CCNCC1.[ClH:53]>O1CCCC1>[OH2:7].[ClH:53].[CH3:1][N:2]([CH3:21])[CH2:3][CH2:4][NH:5][C:6]([N:8]1[CH2:13][CH2:12][N:11]([C:14]2[CH:19]=[CH:18][CH:17]=[CH:16][C:15]=2[F:40])[CH2:10][CH2:9]1)=[O:7] |f:6.7.8|. Procedure: This compound was prepared according to the procedure used to synthesize the compound of Example 11. A mixture of 1.5 g (0.009 mole) of 1,1'-carbonyldiimidazole, 0.8 g (0.009 mole) of unsym-dimethylethylenediamine and 1.7 g (0.009 mole) of 1-(2-fluorophenyl)piperazine in a total volume of 200 ml of tetrahydrofuran gave an oil as residue. The hydrochloride was formed in ethereal hydrogen chloride and the collected solid was recrystallized from methanol-water-ethyl ether to give the title compound...